describe an organic reaction: reactants, conditions, products, and yield From a dataset of the Open Reaction Database (ORD), a public repository of structured organic reaction records. Run in CS(=O)C (dimethylsulfoxide). As a reaction SMILES: [N:1]1[CH:6]=[CH:5][N:4]=[CH:3][C:2]=1[NH:7][C:8](=[O:15])OCC(Cl)(Cl)Cl.[F:16][C:17]1[CH:22]=[CH:21][C:20]([C:23]2[N:24]=[C:25]([CH:28]3[CH2:33][CH2:32][NH:31][CH2:30][CH2:29]3)[S:26][CH:27]=2)=[CH:19][CH:18]=1.C(N(C(C)C)CC)(C)C.O>CS(C)=O>[F:16][C:17]1[CH:22]=[CH:21][C:20]([C:23]2[N:24]=[C:25]([CH:28]3[CH2:33][CH2:32][N:31]([C:8]([NH:7][C:2]4[CH:3]=[N:4][CH:5]=[CH:6][N:1]=4)=[O:15])[CH2:30][CH2:29]3)[S:26][CH:27]=2)=[CH:19][CH:18]=1. Yield: 69.1%. Reported procedure: A mixture of 2,2,2-trichloroethyl pyrazin-2-ylcarbamate (227 mg, 0.839 mmol), 4-[4-(4-fluorophenyl)-1,3-thiazol-2-yl]piperidine (200 mg, 0.762 mmol) and diisopropylethylamine (0.266 ml, 1.52 mmol) in dimethylsulfoxide (2.5 ml) was stirred at 70° C. for 6 hours. Water was poured into the reaction solution, and the mixture was extracted with ethyl acetate. The extract was washed with water and dried over anhydrous magnesium sulfate, and the solvent was distilled off under reduced pressure. The res... The reactants are O (Water), N1=C(C=NC=C1)NC(OCC(Cl)(Cl)Cl)=O (2,2,2-trichloroethyl pyrazin-2-ylcarbamate), FC1=CC=C(C=C1)C=1N=C(SC1)C1CCNCC1 (4-[4-(4-fluorophenyl)-1,3-thiazol-2-yl]piperidine), C(C)(C)N(CC)C(C)C (diisopropylethylamine). Run at temperature 70 celsius, time 6 hour. Product: FC1=CC=C(C=C1)C=1N=C(SC1)C1CCN(CC1)C(=O)NC1=NC=CN=C1 (4-[4-(4-Fluorophenyl)-1,3-thiazol-2-yl]-N-pyrazin-2-ylpiperidine-1-carboxamide). Starting materials: BrC=1N=C2C=CNC2=NC1 (5-bromo-4,7-diazaindole), [Cl-].C(C)[Al+]CC (diethylaluminum chloride), C(C(C)(C)C)(=O)Cl (pivaloyl chloride), C(=O)(O)[O-].[Na+] (NaHCO3). Solvent: ClCCl (dichloromethane). Reaction conditions: temperature 2.5 celsius, time 30 minute. Product: EtOAc hexanes, BrC=1N=C2C(=NC1)NC=C2C(C(C)(C)C)=O (1-(2-bromo-5H-pyrrolo[2,3-b]pyrazin-7-yl)-2,2-dimethyl-propan-1-one). Isolated yield 89.1%. As a reaction SMILES: [Br:1][C:2]1[N:3]=[C:4]2[C:8](=[N:9][CH:10]=1)[NH:7][CH:6]=[CH:5]2.[Cl-].C([Al+]CC)C.[C:17](Cl)(=[O:22])[C:18]([CH3:21])([CH3:20])[CH3:19].C([O-])(O)=O.[Na+]>ClCCl>[Br:1][C:2]1[N:3]=[C:4]2[C:5]([C:17](=[O:22])[C:18]([CH3:21])([CH3:20])[CH3:19])=[CH:6][NH:7][C:8]2=[N:9][CH:10]=1 |f:1.2,4.5|. Procedure details: To a slurry of 5-bromo-4,7-diazaindole (1.97 g, 9.95 mmol) in 40 mL of dichloromethane at 0-5° C. was added diethylaluminum chloride (1.0 M in hexane, 30 mL, 30 mmol). The reaction mixture was stirred at 0-5° C. for 30 min., then pivaloyl chloride (12 mL, 97 mmol) was added. The mixture was heated to reflux and stirred for 15 h, then cooled to 0-5° C. Sat. aq. NaHCO3 (40 mL) was carefully added, and the mixture was then partitioned between 300 mL of a sat. aq. NaCl solution and 300 mL of ethyl a... The reactants are C(CCC)[Li] (n-butyl lithium), C(C)C(COC1=C(C=CC2=C(C(=CC=C12)Br)OCC(CCCC)CC)Br)CCCC (1,5-bis-(2-ethylhexyloxy)-2,6-dibromonaphthalene), O1CCCC1 (tetrahydrofuran), CN(C)C=O (DMF). Run at temperature -78 celsius, time 30 minute. Product: C(C)C(COC1=C(C=CC2=C(C(=CC=C12)C=O)OCC(CCCC)CC)C=O)CCCC (1,5-bis-(2-ethyl hexyloxy)naphthalene-2,6-dicarbaldehyde). Isolated yield 45.0%. RXN SMILES: [CH2:1]([CH:3]([CH2:27][CH2:28][CH2:29][CH3:30])[CH2:4][O:5][C:6]1[C:15]2[C:10](=[C:11]([O:17][CH2:18][CH:19]([CH2:24][CH3:25])[CH2:20][CH2:21][CH2:22][CH3:23])[C:12](Br)=[CH:13][CH:14]=2)[CH:9]=[CH:8][C:7]=1Br)[CH3:2].C([Li])CCC.CN([CH:39]=[O:40])C.[O:41]1CCC[CH2:42]1>>[CH2:1]([CH:3]([CH2:27][CH2:28][CH2:29][CH3:30])[CH2:4][O:5][C:6]1[C:15]2[C:10](=[C:11]([O:17][CH2:18][CH:19]([CH2:24][CH3:25])[CH2:20][CH2:21][CH2:22][CH3:23])[C:12]([CH:42]=[O:41])=[CH:13][CH:14]=2)[CH:9]=[CH:8][C:7]=1[CH:39]=[O:40])[CH3:2]. Procedure: After 1.0 g of 1,5-bis-(2-ethylhexyloxy)-2,6-dibromonaphthalene (1.8 mmol) was dissolved in 20 mL of tetrahydrofuran (THF), a temperature was raised to −78° C., and n-butyl lithium was slowly added thereto for 30 minutes. The mixture was stirred at −78° C. for 2 hours, and then 0.46 g of DMF (6.3 mmol) was slowly added thereto for 10 minutes and further stirred for 30 minutes. After a temperature was raised to room temperature and the reactant was stirred for 1 hour, the reaction was terminated ... The reactants are C[Si](NO[Si](C)(C)C)(C)C (N,O-bis-trimethylsilylhydroxylamine), C(C(=O)Cl)(=O)Cl (Oxalyl chloride), CN(C)C=O (DMF), ClC=1C=CC(=NC1)OC1CCN(CC1)S(=O)(=O)N[C@@H](C(=O)O)C(C)C (2-(R)-{[4-(5-chloropyridin-2-yloxy)piperidine-1-sulfonyl]amino}-3-methylbutyric acid). Solvent: C(Cl)Cl (methylene chloride). Reaction conditions: time 8 hour. Product: ONC([C@@H](C(C)C)NS(=O)(=O)N1CCC(CC1)OC1=NC=C(C=C1)Cl)=O (N-hydroxy-2-(R)-{[4-(5-chloropyridin-2-yl-oxy)piperidine-1-sulfonyl]amino}-3-methylbutyramide). Isolated yield 35.0%. Reaction SMILES: C(Cl)(=O)C(Cl)=O.CN(C=O)C.[Cl:12][C:13]1[CH:14]=[CH:15][C:16]([O:19][CH:20]2[CH2:25][CH2:24][N:23]([S:26]([NH:29][C@H:30]([CH:34]([CH3:36])[CH3:35])[C:31]([OH:33])=O)(=[O:28])=[O:27])[CH2:22][CH2:21]2)=[N:17][CH:18]=1.C[Si](C)(C)[NH:39][O:40][Si](C)(C)C>C(Cl)Cl>[OH:40][NH:39][C:31](=[O:33])[C@H:30]([NH:29][S:26]([N:23]1[CH2:22][CH2:21][CH:20]([O:19][C:16]2[CH:15]=[CH:14][C:13]([Cl:12])=[CH:18][N:17]=2)[CH2:25][CH2:24]1)(=[O:28])=[O:27])[CH:34]([CH3:35])[CH3:36]. Reported procedure: Oxalyl chloride (0.58 ml, 6.7 mmol) and DMF (few drops) were added to a solution of (R)-2-{[4-(5-chloropyridin-2-yloxy)piperidine-1sulfonyl)amino}-3-methylbutyric acid (1.05 g, 2.7 mmol), [prepared as described in Step 1 above], in methylene chloride (85 ml) and the reaction mixture was stirred overnight at RT. After removal of the organics, the residue was redissolved in methylene chloride (40 ml) and N,O-bis-trimethylsilylhydroxylamine (1.7 g, 9.4 mmol) was added. After 3 h, the reaction was c... The reactants are CO, Cn1nc(-c2ccc(C#N)c([N+](=O)[O-])c2)c(Cl)c1OC(F)F. Product: COc1cc(-c2nn(C)c(OC(F)F)c2Cl)ccc1C#N. As a reaction SMILES: [CH3:23][OH:24].[Cl:1][c:2]1[c:3](-[c:12]2[cH:13][c:14]([N+:20]([O-:21])=[O:22])[c:15]([C:18]#[N:19])[cH:16][cH:17]2)[n:4][n:5]([CH3:11])[c:6]1[O:7][CH:8]([F:9])[F:10]>>[Cl:1][c:2]1[c:3](-[c:12]2[cH:13][c:14]([O:24][CH3:23])[c:15]([C:18]#[N:19])[cH:16][cH:17]2)[n:4][n:5]([CH3:11])[c:6]1[O:7][CH:8]([F:9])[F:10]. Starting materials: Br, CO, Cc1cn2cccc([N+](=O)[O-])c2n1, [H][H]. Yields the product Br, Cc1cn2cccc(N)c2n1. As a reaction SMILES: [BrH:1].[CH3:17][OH:18].[CH3:2][c:3]1[n:4][c:5]2[n:6]([cH:7][cH:8][cH:9][c:10]2[N+:11]([O-:12])=[O:13])[cH:14]1.[H:15][H:16]>>[BrH:1].[CH3:2][c:3]1[n:4][c:5]2[n:6]([cH:7][cH:8][cH:9][c:10]2[NH2:11])[cH:14]1. Starting materials: Cl (HCl), CC(C)(C)N(C([O-])=O)C1CCN(CC1)C=1C2=C(N=CN1)NC=C2C (1,1-dimethylethyl[1-(5-methyl-7H-pyrrolo[2,3-d]pyrimidin-4-yl)-4-piperidinyl]carbamate). The solvent is O1CCOCC1 (dioxane). Conditions: time 1.5 hour. Product: Cl.CC1=CNC=2N=CN=C(C21)N2CCC(CC2)N (1-(5-methyl-7H-pyrrolo[2,3-d]pyrimidin-4-yl)-4-piperidinamine hydrochloride). RXN SMILES: [ClH:1].CC([N:6]([CH:10]1[CH2:15][CH2:14][N:13]([C:16]2[C:17]3[C:24]([CH3:25])=[CH:23][NH:22][C:18]=3[N:19]=[CH:20][N:21]=2)[CH2:12][CH2:11]1)C(=O)[O-])(C)C>O1CCOCC1>[ClH:1].[CH3:25][C:24]1[C:17]2[C:16]([N:13]3[CH2:14][CH2:15][CH:10]([NH2:6])[CH2:11][CH2:12]3)=[N:21][CH:20]=[N:19][C:18]=2[NH:22][CH:23]=1 |f:3.4|. Reported procedure: 4M HCl in dioxane (10 mL) was added to 1,1-dimethylethyl[1-(5-methyl-7H-pyrrolo[2,3-d]pyrimidin-4-yl)-4-piperidinyl]carbamate D10 (1.39 g) and the mixture stirred at room temperature for 1.5 hour. The white precipitate was filtered off, washed with dioxane and then Et2O before it was dried in a vacuum oven to give D11 (1.149 g) as a white solid, 1H NMR (d6-DMSO) δ 12.60 (1H, brs), 8.36 (1H, s), 8.34 (2H, m), 7.35 (1H, s), 4.20 (3H, m), 3.40 (2H, dt), 2.37 (3H, s), 2.10 (2H, m), 1.80 (2H, m), MS(... Reactants: O=Cc1ccccc1, ClCCl, O=C(O)C(F)(F)F, NC1CC2CCC1CC2=O. Product: O=C(O)C(F)(F)F, O=C1C2CCC3C(C2)NC(c2ccccc2)C13. RXN SMILES: [CH:18](=[O:19])[c:20]1[cH:21][cH:22][cH:23][cH:24][cH:25]1.[Cl:26][CH2:27][Cl:28].[F:1][C:2]([C:3](=[O:4])[OH:5])([F:6])[F:7].[NH2:8][CH:9]1[CH:10]2[CH2:11][C:12](=[O:17])[CH:13]([CH2:14]1)[CH2:15][CH2:16]2>>[F:1][C:2]([C:3](=[O:4])[OH:5])([F:6])[F:7].[NH:8]1[CH:9]2[CH:10]3[CH:11]([C:12](=[O:17])[CH:13]([CH2:14]2)[CH2:15][CH2:16]3)[CH:18]1[c:20]1[cH:21][cH:22][cH:23][cH:24][cH:25]1. Reactants: CS(=O)(=O)C1=NC=CC(=N1)C=1C=NN(C1)C (2-methanesulfonyl-4-(1-methyl-1H-pyrazol-4-yl)-pyrimidine), CS(=O)C1=NC=CC(=N1)C=1C=NN(C1)C (2-methanesulfinyl-4-(1-methyl-1H-pyrazol-4-yl)-pyrimidine), NC=1C(=CC(=C(C1)O)C)F (5-amino-4-fluoro-2-methylphenol), C(=O)([O-])[O-].[K+].[K+] (K2CO3). Solvent: CN(C)C=O (DMF). Yields the product FC1=C(C=C(C(=C1)C)OC1=NC=CC(=N1)C=1C=NN(C1)C)N (2-fluoro-4-methyl-5-(4-(1-methyl-1H-pyrazol-4-yl)pyrimidin-2-yloxy)benzenamine). RXN SMILES: CS([C:5]1[N:10]=[C:9]([C:11]2[CH:12]=[N:13][N:14]([CH3:16])[CH:15]=2)[CH:8]=[CH:7][N:6]=1)(=O)=O.CS(C1N=C(C2C=NN(C)C=2)C=CN=1)=O.[NH2:32][C:33]1[C:34]([F:41])=[CH:35][C:36]([CH3:40])=[C:37]([OH:39])[CH:38]=1.C([O-])([O-])=O.[K+].[K+]>CN(C=O)C>[F:41][C:34]1[CH:35]=[C:36]([CH3:40])[C:37]([O:39][C:5]2[N:10]=[C:9]([C:11]3[CH:12]=[N:13][N:14]([CH3:16])[CH:15]=3)[CH:8]=[CH:7][N:6]=2)=[CH:38][C:33]=1[NH2:32] |f:3.4.5|. Procedure: A mixture of 2-methanesulfonyl-4-(1-methyl-1H-pyrazol-4-yl)-pyrimidine and 2-methanesulfinyl-4-(1-methyl-1H-pyrazol-4-yl)-pyrimidine from Example A16 (1 g, 4.2 mmol), 5-amino-4-fluoro-2-methylphenol (1.2 g, 8.5 mmol) and K2CO3 (1.2 g, 8.6 mmol) were combined in DMF (10 mL) using a procedure analogous to Example A10 to provide 2-fluoro-4-methyl-5-(4-(1-methyl-1H-pyrazol-4-yl)pyrimidin-2-yloxy)benzenamine (420 mg). 1H NMR (400 MHz, DMSO-d6): δ 8.42 (d, J=5.2 Hz, 1H), 8.39 (s, 1H), 8.07 (s, 1H), 7.... Starting materials: O=C([O-])[O-], COc1c(C2CCNCC2)cccc1C(F)(F)F, CC#N, Cl, CCCI, [K+], [K+]. Product: CCCN1CCC(c2cccc(C(F)(F)F)c2OC)CC1. RXN SMILES: [C:19](=[O:20])([O-:21])[O-:22].[CH3:1][O:2][c:3]1[c:4]([CH:13]2[CH2:14][CH2:15][NH:16][CH2:17][CH2:18]2)[cH:5][cH:6][cH:7][c:8]1[C:9]([F:10])([F:11])[F:12].[CH3:30][C:31]#[N:32].[ClH:29].[I:25][CH2:26][CH2:27][CH3:28].[K+:23].[K+:24]>>[CH3:1][O:2][c:3]1[c:4]([CH:13]2[CH2:14][CH2:15][N:16]([CH2:26][CH2:27][CH3:28])[CH2:17][CH2:18]2)[cH:5][cH:6][cH:7][c:8]1[C:9]([F:10])([F:11])[F:12].